This data is from the Open Reaction Database (ORD), a public repository of structured organic reaction records. The task is: describe an organic reaction: reactants, conditions, products, and yield Reactants: C=C(O[Si](C)(C)C)c1ccco1, CS(C)=O, O=C(C=CC1CCCCC1)c1cccc(O)c1. The product is O=C(CC(CC(=O)c1ccco1)C1CCCCC1)c1cccc(O)c1. RXN SMILES: [CH3:1][Si:2]([O:3][C:4](=[CH2:5])[c:6]1[o:7][cH:8][cH:9][cH:10]1)([CH3:11])[CH3:12].[CH3:30][S:31](=[O:32])[CH3:33].[CH:13]1([CH:19]=[CH:20][C:21](=[O:22])[c:23]2[cH:24][c:25]([OH:29])[cH:26][cH:27][cH:28]2)[CH2:14][CH2:15][CH2:16][CH2:17][CH2:18]1>>[CH2:3]([C:4](=[O:5])[c:6]1[o:7][cH:8][cH:9][cH:10]1)[CH:19]([CH:13]1[CH2:14][CH2:15][CH2:16][CH2:17][CH2:18]1)[CH2:20][C:21](=[O:22])[c:23]1[cH:24][c:25]([OH:29])[cH:26][cH:27][cH:28]1.